From a dataset of the Open Reaction Database (ORD), a public repository of structured organic reaction records. describe an organic reaction: reactants, conditions, products, and yield The reactants are FC1=C(C(=CC=C1)F)S(=O)(=O)NC=1C=C(C(=O)OCC)C=CC1F (ethyl 3-{[(2,6-difluorophenyl)sulfonyl]amino}-4-fluorobenzoate), [Li+].C[Si](C)(C)[N-][Si](C)(C)C (LiHMDS), ClC1=NC=CC(=N1)C (2-chloro-4-methylpyrimidine). Solvent: C1CCOC1 (THF), C1CCOC1 (THF), C1CCOC1 (THF). Run at time 8 hour. The product is ClC1=NC=CC(=N1)CC(=O)C=1C=CC(=C(C1)NS(=O)(=O)C1=C(C=CC=C1F)F)F (N-{5-[(2-Chloro-4-pyrimidinyl)acetyl]-2-fluorophenyl}-2,6-difluorobenzenesulfonamide). Isolated yield 50.0%. As a reaction SMILES: [F:1][C:2]1[CH:7]=[CH:6][CH:5]=[C:4]([F:8])[C:3]=1[S:9]([NH:12][C:13]1[CH:14]=[C:15]([CH:21]=[CH:22][C:23]=1[F:24])[C:16](OCC)=[O:17])(=[O:11])=[O:10].[Li+].C[Si]([N-][Si](C)(C)C)(C)C.[Cl:35][C:36]1[N:41]=[C:40]([CH3:42])[CH:39]=[CH:38][N:37]=1>C1COCC1>[Cl:35][C:36]1[N:41]=[C:40]([CH2:42][C:16]([C:15]2[CH:21]=[CH:22][C:23]([F:24])=[C:13]([NH:12][S:9]([C:3]3[C:2]([F:1])=[CH:7][CH:6]=[CH:5][C:4]=3[F:8])(=[O:11])=[O:10])[CH:14]=2)=[O:17])[CH:39]=[CH:38][N:37]=1 |f:1.2|. Procedure: To a solution of ethyl 3-{[(2,6-difluorophenyl)sulfonyl]amino}-4-fluorobenzoate (5.0 g, 13.9 mmol) in THF (100 mL) was added 1.0 M LiHMDS in THF (34.8 mL, 34.8 mmol). A solution of 2-chloro-4-methylpyrimidine (2.7 g, 20.9 mmol) in THF (100 mL) was added dropwise over 30 min, and the reaction was stirred overnight at rt. The reaction was quenched with 10 mL of MeOH and concentrated, and the residue was partitioned between EtOAc and saturated aqueous NaHCO3. The aqueous layer was extracted with 2×... Starting materials: C=CC(=O)C(N)(C(c1nc2cc(Cl)ccc2c(=O)n1Cc1ccccc1)C(C)C)C(C)(C)NC(=O)OC(C)(C)C, ClCCl, O=C(O)C(F)(F)F, C=CC(=O)N(CC(C)(C)N)C(c1nc2cc(Cl)ccc2c(=O)n1Cc1ccccc1)C(C)C. Yields the product CC(C)C(c1nc2cc(Cl)ccc2c(=O)n1Cc1ccccc1)N1CC(C)(C)NCCC1=O. As a reaction SMILES: [C:34]([O:35][C:36](=[O:37])[NH:38][C:39]([CH3:40])([CH3:41])[C:42]([C:43](=[O:44])[CH:45]=[CH2:46])([CH:47]([c:48]1[n:49]([CH2:50][c:51]2[cH:52][cH:53][cH:54][cH:55][cH:56]2)[c:57](=[O:58])[c:59]2[c:60]([cH:61][c:62]([Cl:63])[cH:64][cH:65]2)[n:66]1)[CH:67]([CH3:68])[CH3:69])[NH2:70])([CH3:71])([CH3:72])[CH3:73].[Cl:81][CH2:82][Cl:83].[F:74][C:75]([F:76])([F:77])[C:78]([OH:79])=[O:80].[NH2:1][C:2]([CH2:3][N:4]([C:5]([CH:6]=[CH2:7])=[O:8])[CH:9]([CH:10]([CH3:11])[CH3:12])[c:13]1[n:14][c:15]2[cH:16][c:17]([Cl:31])[cH:18][cH:19][c:20]2[c:21](=[O:30])[n:22]1[CH2:23][c:24]1[cH:25][cH:26][cH:27][cH:28][cH:29]1)([CH3:32])[CH3:33]>>[NH:1]1[C:2]([CH3:32])([CH3:33])[CH2:3][N:4]([CH:9]([CH:10]([CH3:11])[CH3:12])[c:13]2[n:14][c:15]3[cH:16][c:17]([Cl:31])[cH:18][cH:19][c:20]3[c:21](=[O:30])[n:22]2[CH2:23][c:24]2[cH:25][cH:26][cH:27][cH:28][cH:29]2)[C:5](=[O:8])[CH2:6][CH2:7]1. Reagents/catalysts: C(C)(=O)[O-].[Pd+2].C(C)(=O)[O-] (palladium acetate). Isolated yield 77.0%. Procedure details: To a dry flask containing 1-benzyl-piperidin-4-ylamine 6 (5.0 mL; 1.2 eq) in dry toluene (75 mL) was added N,N-diethyl-4-bromobenzamide (5.24 g; 1.0 eq), BINAP (383 mg; 0.03 eq), palladium acetate (92 mg; 0.02 eq) and sodium tert-butoxide (2.75 g; 1.4 eq). The reaction was heated to 80° C. under nitrogen. After 2 hours the reaction was cooled, diluted with ethyl acetate and washed with two portions water. The organics were dried over anhydrous magnesium sulfate, filtered and concentrated. The re... Reaction SMILES: [CH2:1]([N:8]1[CH2:13][CH2:12][CH:11]([NH2:14])[CH2:10][CH2:9]1)[C:2]1[CH:7]=[CH:6][CH:5]=[CH:4][CH:3]=1.[CH2:15]([N:17]([CH2:27][CH3:28])[C:18](=[O:26])[C:19]1[CH:24]=[CH:23][C:22](Br)=[CH:21][CH:20]=1)[CH3:16].C1C=CC(P(C2C(C3C(P(C4C=CC=CC=4)C4C=CC=CC=4)=CC=C4C=3C=CC=C4)=C3C(C=CC=C3)=CC=2)C2C=CC=CC=2)=CC=1.CC(C)([O-])C.[Na+]>C1(C)C=CC=CC=1.C(OCC)(=O)C.C([O-])(=O)C.[Pd+2].C([O-])(=O)C>[CH2:1]([N:8]1[CH2:13][CH2:12][CH:11]([NH:14][C:22]2[CH:23]=[CH:24][C:19]([C:18]([N:17]([CH2:15][CH3:16])[CH2:27][CH3:28])=[O:26])=[CH:20][CH:21]=2)[CH2:10][CH2:9]1)[C:2]1[CH:3]=[CH:4][CH:5]=[CH:6][CH:7]=1 |f:3.4,7.8.9|. Yields the product C(C1=CC=CC=C1)N1CCC(CC1)NC1=CC=C(C(=O)N(CC)CC)C=C1 (4-(1-Benzyl-piperidin-4-ylamino)-N,N-diethyl-benzamide). Conditions: temperature 80 celsius. Solvent: C(C)(=O)OCC (ethyl acetate), C1(=CC=CC=C1)C (toluene), C(C)(=O)OCC (ethyl acetate). Reactants: C(C)N(C(C1=CC=C(C=C1)Br)=O)CC (N,N-diethyl-4-bromobenzamide), C=1C=CC(=CC1)P(C=2C=CC=CC2)C3=CC=C4C=CC=CC4=C3C5=C6C=CC=CC6=CC=C5P(C=7C=CC=CC7)C=8C=CC=CC8 (BINAP), CC(C)([O-])C.[Na+] (sodium tert-butoxide), C(C1=CC=CC=C1)N1CCC(CC1)N (1-benzyl-piperidin-4-ylamine). The reactants are O=C(NCc1ccccc1-c1ccccc1C(=O)O)OCc1ccccc1, NCCc1ccccn1. Product: O=C(NCc1ccccc1-c1ccccc1C(=O)NCCc1ccccn1)OCc1ccccc1. As a reaction SMILES: [CH2:1]([c:2]1[cH:3][cH:4][cH:5][cH:6][cH:7]1)[O:8][C:9](=[O:10])[NH:11][CH2:12][c:13]1[c:14](-[c:19]2[c:20]([C:25](=[O:26])[OH:27])[cH:21][cH:22][cH:23][cH:24]2)[cH:15][cH:16][cH:17][cH:18]1.[n:28]1[c:29]([CH2:34][CH2:35][NH2:36])[cH:30][cH:31][cH:32][cH:33]1>>[CH2:1]([c:2]1[cH:3][cH:4][cH:5][cH:6][cH:7]1)[O:8][C:9](=[O:10])[NH:11][CH2:12][c:13]1[c:14](-[c:19]2[c:20]([C:25](=[O:26])[NH:36][CH2:35][CH2:34][c:29]3[n:28][cH:33][cH:32][cH:31][cH:30]3)[cH:21][cH:22][cH:23][cH:24]2)[cH:15][cH:16][cH:17][cH:18]1. The reactants are Cl.BrC=1C=C(C=CC1)NN ((3-Bromophenyl)hydrazine hydrochloride), C(C1=CC=CC=C1)(=O)C1=CC=CC=C1 (benzophenone), S(O)(O)(=O)=O (sulfuric acid). Run in C(C)O (ethanol). Reaction conditions: temperature 80 celsius, time 30 minute. The product is C(C1=CC=CC=C1)(C1=CC=CC=C1)=NNC1=CC(=CC=C1)Br (N-benzhydrylidene-N′-(3-bromophenyl)hydrazine). Isolated yield 97.1%. RXN SMILES: Cl.[Br:2][C:3]1[CH:4]=[C:5]([NH:9][NH2:10])[CH:6]=[CH:7][CH:8]=1.[C:11]([C:19]1[CH:24]=[CH:23][CH:22]=[CH:21][CH:20]=1)(=O)[C:12]1[CH:17]=[CH:16][CH:15]=[CH:14][CH:13]=1.S(=O)(=O)(O)O>C(O)C>[C:11](=[N:10][NH:9][C:5]1[CH:6]=[CH:7][CH:8]=[C:3]([Br:2])[CH:4]=1)([C:12]1[CH:17]=[CH:16][CH:15]=[CH:14][CH:13]=1)[C:19]1[CH:24]=[CH:23][CH:22]=[CH:21][CH:20]=1 |f:0.1|. Procedure details: (3-Bromophenyl)hydrazine hydrochloride (10 g, 44 mmol, 1 eq.), benzophenone (8.14 g, 44 mmol, 1 eq.) and ethanol (100 mL) are placed in a 250 mL round-bottomed flask. 2 mL of concentrated sulfuric acid are then added. The resulting suspension is heated at a temperature in the region of 80° C. After 30 minutes at this temperature, the suspension becomes a solution. The solution is stirred at this temperature for 18 hours, and is then concentrated to 95%. The residue is diluted with ethyl acetate ...